This data is from the Open Reaction Database (ORD), a public repository of structured organic reaction records. The task is: describe an organic reaction: reactants, conditions, products, and yield Reactants: C(C)(=O)OC(C)=O (Acetic-anhydride), NC1=CC=C(C=C1)S(F)(F)(F)(F)F (4-aminophenylsulphur pentafluoride), O (water). Solvent: C(C)(=O)O (acetic acid). Reaction conditions: temperature 65 celsius, time 1 hour. Product: C(C)(=O)NC1=CC=C(C=C1)S(F)(F)(F)(F)F (4-acetamidophenylsulphur pentafluoride). Reaction SMILES: C(O[C:5](=[O:7])[CH3:6])(=O)C.[NH2:8][C:9]1[CH:14]=[CH:13][C:12]([S:15]([F:20])([F:19])([F:18])([F:17])[F:16])=[CH:11][CH:10]=1.O>C(O)(=O)C>[C:5]([NH:8][C:9]1[CH:14]=[CH:13][C:12]([S:15]([F:20])([F:16])([F:17])([F:18])[F:19])=[CH:11][CH:10]=1)(=[O:7])[CH3:6]. Procedure: Acetic-anhydride was added during 5 minutes to a stirred solution of 4-aminophenylsulphur pentafluoride (30.2 g) in acetic acid at 40° C. and then heated at 65° C. for 0.5 hour. The cooled mixture was added to water, stirred for 1 hour and filtered. The solid was washed with water, sodium bicarbonate solution and water, dried and purified by stirring with hexane to give 4-acetamidophenylsulphur pentafluoride (27.0 g), m.p.131-132° C. The solvent is Br (HBr). The reactants are O (water), Cl(=O)(=O)(=O)[O-].[Na+] (sodium perchlorate), Cl(=O)(=O)(=O)[O-].COC1=CC=C[N+]=2C=C3C(=CC12)C=CC=C3 (1-methoxybenzo[b]quinolizinium perchlorate). The product is Cl(=O)(=O)(=O)[O-].C(CCC)C1=C2C(=CC=3C=CC=C[N+]13)C=CC=C2 (6-butylbenzo[b]quinolizinium perchlorate). Conditions: temperature 100 celsius. Reported procedure: A mixture of 1-methoxybenzo[b]quinolizinium perchlorate (1.4 g; 6.1 mmol) in 30 ml of 48% HBr was heated at 100° C. for 16 hour. The reaction mixture was poured into 100 ml of water and 50 ml of sodium perchlorate was added with stirring. The resulting solid was filtered and dried to afford 1.6 g (88.8%) of 1-hydroxybenzo[b]quinolizinium perchlorate (Formula II: R1 =1--OH; R2 =R3 =H; X- =ClO4-) as a solid. RXN SMILES: [Cl:1]([O-:5])(=[O:4])(=[O:3])=[O:2].CO[C:8]1[C:17]2[CH:16]=[C:15]3[CH:18]=[CH:19][CH:20]=[CH:21][C:14]3=[CH:13][N+:12]=2[CH:11]=[CH:10][CH:9]=1.O.Cl([O-])(=O)(=O)=O.[Na+]>Br>[Cl:1]([O-:5])(=[O:4])(=[O:3])=[O:2].[CH2:17]([C:13]1[N+:12]2[CH:11]=[CH:10][CH:9]=[CH:8][C:17]=2[CH:16]=[C:15]2[CH:18]=[CH:19][CH:20]=[CH:21][C:14]=12)[CH2:8][CH2:9][CH3:10] |f:0.1,3.4,6.7|. The yield is 156.2%. Starting materials: CC(C)(C)c1ccc(S(=O)c2ccc(C(C)(C)C)cc2)cc1, CC(C)(C)c1ccc(Br)cc1, O. Yields the product [Br-], CC(C)(C)c1ccc([S+](c2ccc(C(C)(C)C)cc2)c2ccc(C(C)(C)C)cc2)cc1. As a reaction SMILES: [C:1]([CH3:2])([CH3:3])([CH3:4])[c:5]1[cH:6][cH:7][c:8]([S:11](=[O:12])[c:13]2[cH:14][cH:15][c:16]([C:19]([CH3:20])([CH3:21])[CH3:22])[cH:17][cH:18]2)[cH:9][cH:10]1.[C:23]([CH3:24])([CH3:25])([CH3:26])[c:27]1[cH:28][cH:29][c:30]([Br:33])[cH:31][cH:32]1.[OH2:34]>>[Br-:33].[C:1]([CH3:2])([CH3:3])([CH3:4])[c:5]1[cH:6][cH:7][c:8]([S+:11]([c:13]2[cH:14][cH:15][c:16]([C:19]([CH3:20])([CH3:21])[CH3:22])[cH:17][cH:18]2)[c:30]2[cH:29][cH:28][c:27]([C:23]([CH3:24])([CH3:25])[CH3:26])[cH:32][cH:31]2)[cH:9][cH:10]1. Reactants: C(#C)C1=C(C=C(C=C1)N1C(O[C@H](C1)CN1N=NC(=C1)C)=O)F ((5R)-3-(4-Ethynyl-3-fluorophenyl)-5-[(4-methyl-1H-1,2,3-triazol-1-yl)methyl]-1,3-oxazolidin-2-one), C(#C)C1=C(C=C(C=C1)N1C(O[C@H](C1)CN1N=NC(=C1)C)=O)F ((5R)-3-(4-Ethynyl-3-fluorophenyl)-5-[(4-methyl-1H-1,2,3-triazol-1-yl)methyl]-1,3-oxazolidin-2-one), N(=[N+]=[N-])CC1=CC=CC=C1 (azidomethyl-benzene), N1=C(C=CC=C1C)C (2,6-lutidine). Reagents/catalysts: [Cu](I)I (copper iodide). Run in C(C)#N (acetonitrile). Yields the product C(C1=CC=CC=C1)N1N=NC(=C1)C1=C(C=C(C=C1)N1C(O[C@H](C1)CN1N=NC(=C1)C)=O)F ((5R)-3-[4-(1-Benzyl-1H-1,2,3-triazol-4-yl)-3-fluorophenyl]-5-[(4-methyl-1H-1,2,3-triazol-1-yl)methyl]-1,3-oxazolidin-2-one). Isolated yield 26.0%. As a reaction SMILES: [C:1]([C:3]1[CH:8]=[CH:7][C:6]([N:9]2[CH2:13][C@H:12]([CH2:14][N:15]3[CH:19]=[C:18]([CH3:20])[N:17]=[N:16]3)[O:11][C:10]2=[O:21])=[CH:5][C:4]=1[F:22])#[CH:2].[N:23]([CH2:26][C:27]1[CH:32]=[CH:31][CH:30]=[CH:29][CH:28]=1)=[N+:24]=[N-:25].N1C(C)=CC=CC=1C>C(#N)C.[Cu](I)I>[CH2:26]([N:23]1[CH:2]=[C:1]([C:3]2[CH:8]=[CH:7][C:6]([N:9]3[CH2:13][C@H:12]([CH2:14][N:15]4[CH:19]=[C:18]([CH3:20])[N:17]=[N:16]4)[O:11][C:10]3=[O:21])=[CH:5][C:4]=2[F:22])[N:25]=[N:24]1)[C:27]1[CH:32]=[CH:31][CH:30]=[CH:29][CH:28]=1. Procedure: (5R)-3-(4-Ethynyl-3-fluorophenyl)-5-[(4-methyl-1H-1,2,3-triazol-1-yl)methyl]-1,3-oxazolidin-2-one (Intermediate 9, 40 mg, 0.133 mmol), azidomethyl-benzene(21.2 mg, 0.16 mmol), copper iodide (2.5 mg, 0.013 mmol) and 2,6-lutidine were mixed in dry acetonitrile (2 mL) and stirred at room temperature for over night. The reaction mixture was filtered through a 0.45 μm membrane, the filtrate was concentrated to an oil and purified by reverse phase chromatography with 5%˜95% MeCN in H2O (0.1% TFA). The...